This data is from the Open Reaction Database (ORD), a public repository of structured organic reaction records. The task is: describe an organic reaction: reactants, conditions, products, and yield Yields the product C(C)(C)C1=C(C(=CC=C1)C(C)C)NC(CBr)=O (N-(2,6-diisopropylphenyl)-2-bromoacetamide). Reaction SMILES: [CH:1]([C:4]1[CH:10]=[CH:9][CH:8]=[C:7]([CH:11]([CH3:13])[CH3:12])[C:5]=1[NH2:6])([CH3:3])[CH3:2].[Br:14][CH2:15][C:16](Br)=[O:17]>>[CH:11]([C:7]1[CH:8]=[CH:9][CH:10]=[C:4]([CH:1]([CH3:3])[CH3:2])[C:5]=1[NH:6][C:16](=[O:17])[CH2:15][Br:14])([CH3:13])[CH3:12]. Procedure details: 2,6-diisopropylaniline and bromoacetyl bromide were used to produce the above compound in the same way as Reference Example 8. The reactants are C(C)(C)C1=C(N)C(=CC=C1)C(C)C (2,6-diisopropylaniline), BrCC(=O)Br (bromoacetyl bromide). Starting materials: C(CCCCCCC)=O (octanal), C(C1=CC=CC=C1)=O (benzaldehyde). Yields the product C(C1=CC=CC=C1)=O (benzaldehyde), C(CCCCCCC)=O (octanal), C(CCCCC)C(C=O)=CC1=CC=CC=C1 (α-hexylcinnamaldehyde). Reaction SMILES: [CH:1](=[O:8])[C:2]1[CH:7]=[CH:6][CH:5]=[CH:4][CH:3]=1.[CH:9](=[O:17])[CH2:10][CH2:11][CH2:12][CH2:13][CH2:14][CH2:15][CH3:16]>>[CH:1](=[O:8])[C:2]1[CH:7]=[CH:6][CH:5]=[CH:4][CH:3]=1.[CH:9](=[O:17])[CH2:10][CH2:11][CH2:12][CH2:13][CH2:14][CH2:15][CH3:16].[CH2:11]([C:10](=[CH:1][C:2]1[CH:7]=[CH:6][CH:5]=[CH:4][CH:3]=1)[CH:9]=[O:17])[CH2:12][CH2:13][CH2:14][CH2:15][CH3:16]. Procedure: The conversion of the benzaldehyde (bald) amounted to 65.6% and the degree of conversion of octanal to 100%. The selectivities of benzaldehyde and octanal to give α-hexylcinnamaldehyde (α-hex) were 94.9% and 96.2%, respectively, while the selectivity of octanal to give α-hexyldecenal (α-HD) was 1.0%. Starting materials: C(C)OC(CNC(CN1C(CCC1)=O)=O)=O (N-(2-oxo-1-pyrrolidineacetyl)-glycine ethyl ester), N (ammonia). Run in CO (methanol). Yields the product O=C1N(CCC1)CC(=O)NCC(=O)N (2-(2-oxo-1pyrrolidineacetamido)-acetamide). Yield: 100.0%. As a reaction SMILES: C(O[C:4](=[O:16])[CH2:5][NH:6][C:7](=[O:15])[CH2:8][N:9]1[CH2:13][CH2:12][CH2:11][C:10]1=[O:14])C.[NH3:17]>CO>[O:14]=[C:10]1[CH2:11][CH2:12][CH2:13][N:9]1[CH2:8][C:7]([NH:6][CH2:5][C:4]([NH2:17])=[O:16])=[O:15]. Reported procedure: 17.1 g (0.075 mole) of N-(2-oxo-1-pyrrolidineacetyl)-glycine ethyl ester are dissolved in 350 ml of methanol. The solution is saturated with a current of ammonia (about 2 hours), stirring is maintained for 3 hours at ambient temperature. After the reaction mixture has been evaporated to dryness in vacuo, the residue crystallizes quickly, 14.9 g of 2-(2-oxo-1pyrrolidineacetamido)-acetamide being obtained (yield: 100% of theory); M.P. 147°-148° C. Procedure details: By reaction and treatment in the same manner as in Preparation Example 60 and using 6-fluoro-4-methylnicotinic acid (500 mg) and 1-(2,4-dimethylphenyl)piperazine (607 mg), the title compound (870 mg) was obtained. Yields the product CC1=C(C=CC(=C1)C)N1CCN(CC1)C(=O)C=1C=NC(=CC1C)F ([4-(2,4-dimethylphenyl)piperazin-1-yl](6-fluoro-4-methylpyridin-3-yl)methanone). Isolated yield 83.3%. Starting materials: FC1=NC=C(C(=O)O)C(=C1)C (6-fluoro-4-methylnicotinic acid), CC1=C(C=CC(=C1)C)N1CCNCC1 (1-(2,4-dimethylphenyl)piperazine). As a reaction SMILES: [F:1][C:2]1[CH:10]=[C:9]([CH3:11])[C:5]([C:6]([OH:8])=O)=[CH:4][N:3]=1.[CH3:12][C:13]1[CH:18]=[C:17]([CH3:19])[CH:16]=[CH:15][C:14]=1[N:20]1[CH2:25][CH2:24][NH:23][CH2:22][CH2:21]1>>[CH3:12][C:13]1[CH:18]=[C:17]([CH3:19])[CH:16]=[CH:15][C:14]=1[N:20]1[CH2:21][CH2:22][N:23]([C:6]([C:5]2[CH:4]=[N:3][C:2]([F:1])=[CH:10][C:9]=2[CH3:11])=[O:8])[CH2:24][CH2:25]1. Reactants: N(=[N+]=[N-])C1CCC=2N(C3=CC=CC=C3C2CC(=O)OCCC)C1 (propyl (7-azido-6,7,8,9-tetrahydropyrido[1,2-α]indol-10-yl)acetate), BrC1=CC=C(C=C1)C(C#C)O (1-(4-bromophenyl)prop-2-yn-1-ol). Yields the product BrC1=CC=C(C=C1)C(C1=CN=NN1C1CCC=2N(C3=CC=CC=C3C2CC(=O)O)C1)O ((7-{5-[(4-Bromo-phenyl)-hydroxy-methyl]-[1,2,3]triazol-1-yl}-6,7,8,9-tetrahydropyrido[1,2-α]indol-10-yl)-acetic acid). Reaction SMILES: [N:1]([CH:4]1[CH2:23][N:8]2[C:9]3[C:14]([C:15]([CH2:16][C:17]([O:19]CCC)=[O:18])=[C:7]2[CH2:6][CH2:5]1)=[CH:13][CH:12]=[CH:11][CH:10]=3)=[N+:2]=[N-:3].[Br:24][C:25]1[CH:30]=[CH:29][C:28]([CH:31]([OH:34])[C:32]#[CH:33])=[CH:27][CH:26]=1>>[Br:24][C:25]1[CH:26]=[CH:27][C:28]([CH:31]([OH:34])[C:32]2[N:1]([CH:4]3[CH2:23][N:8]4[C:9]5[C:14]([C:15]([CH2:16][C:17]([OH:19])=[O:18])=[C:7]4[CH2:6][CH2:5]3)=[CH:13][CH:12]=[CH:11][CH:10]=5)[N:2]=[N:3][CH:33]=2)=[CH:29][CH:30]=1. Procedure details: The title compound was prepared using procedures described in EXAMPLE 3 from propyl (7-azido-6,7,8,9-tetrahydropyrido[1,2-α]indol-10-yl)acetate and 1-(4-bromophenyl)prop-2-yn-1-ol. MS (+ESI) m/z: 483.0. Starting materials: Cc1cc(C#N)cc2c1NC(c1cccc(Br)c1)CC2(C)C, O=C([O-])[O-], CS(C)=O, [Cu]I, [K+], [K+], CC(C)(N)C(=O)O. Product: Cc1cc(C#N)cc2c1NC(c1cccc(NC(C)(C)C(=O)O)c1)CC2(C)C. RXN SMILES: [Br:1][c:2]1[cH:3][c:4]([CH:8]2[NH:9][c:10]3[c:11]([CH3:22])[cH:12][c:13]([C:20]#[N:21])[cH:14][c:15]3[C:16]([CH3:18])([CH3:19])[CH2:17]2)[cH:5][cH:6][cH:7]1.[C:30](=[O:31])([O-:32])[O-:33].[CH3:36][S:37](=[O:38])[CH3:39].[Cu:40][I:41].[K+:34].[K+:35].[NH2:23][C:24]([C:25](=[O:26])[OH:27])([CH3:28])[CH3:29]>>[c:2]1([NH:23][C:24]([C:25](=[O:26])[OH:27])([CH3:28])[CH3:29])[cH:3][c:4]([CH:8]2[NH:9][c:10]3[c:11]([CH3:22])[cH:12][c:13]([C:20]#[N:21])[cH:14][c:15]3[C:16]([CH3:18])([CH3:19])[CH2:17]2)[cH:5][cH:6][cH:7]1.